From a dataset of the Open Reaction Database (ORD), a public repository of structured organic reaction records. describe an organic reaction: reactants, conditions, products, and yield Reactants: CCO, Cc1ccccc1-c1nnc(Cl)s1, NN, O. Product: Cl, Cc1ccccc1-c1nnc(NN)s1. As a reaction SMILES: [CH3:17][CH2:18][OH:19].[Cl:1][c:2]1[s:3][c:4](-[c:7]2[c:8]([CH3:13])[cH:9][cH:10][cH:11][cH:12]2)[n:5][n:6]1.[NH2:15][NH2:16].[OH2:14]>>[ClH:1].[c:2]1([NH:15][NH2:16])[s:3][c:4](-[c:7]2[c:8]([CH3:13])[cH:9][cH:10][cH:11][cH:12]2)[n:5][n:6]1.